Dataset: the Open Reaction Database (ORD), a public repository of structured organic reaction records. Task: describe an organic reaction: reactants, conditions, products, and yield The reactants are CCCCc1ncc(C=C(Cc2ccncc2)C(=O)OC)n1Cc1ccccc1Cl, CCO, [Na+], [OH-]. The product is CCCCc1ncc(C=C(Cc2ccncc2)C(=O)O)n1Cc1ccccc1Cl. Reaction SMILES: [CH2:1]([CH2:2][CH2:3][CH3:4])[c:5]1[n:6]([CH2:23][c:24]2[c:25]([Cl:30])[cH:26][cH:27][cH:28][cH:29]2)[c:7]([CH:10]=[C:11]([C:12](=[O:13])[O:14][CH3:15])[CH2:16][c:17]2[cH:18][cH:19][n:20][cH:21][cH:22]2)[cH:8][n:9]1.[CH3:33][CH2:34][OH:35].[Na+:32].[OH-:31]>>[CH2:1]([CH2:2][CH2:3][CH3:4])[c:5]1[n:6]([CH2:23][c:24]2[c:25]([Cl:30])[cH:26][cH:27][cH:28][cH:29]2)[c:7]([CH:10]=[C:11]([C:12](=[O:13])[OH:14])[CH2:16][c:17]2[cH:18][cH:19][n:20][cH:21][cH:22]2)[cH:8][n:9]1.